From a dataset of the Open Reaction Database (ORD), a public repository of structured organic reaction records. describe an organic reaction: reactants, conditions, products, and yield Reactants: S(=O)(=O)(C1=CC=C(C)C=C1)N1C=CC=2C(=CC=CC12)C=O (1-Tosyl-1H-indole-4-carbaldehyde), oxime, [NH4+].[Cl-] (NH4Cl). The reagents and catalysts are [Zn] (Zn). The solvent is CCO (EtOH). Yields the product S(=O)(=O)(C1=CC=C(C)C=C1)N1C=CC2=CC=C(C=C12)CN ((1-tosyl-1H-indol-6-yl)methanamine). Reaction SMILES: [S:1]([N:11]1[C:19]2[CH:18]=[CH:17][CH:16]=[C:15]([CH:20]=O)[C:14]=2[CH:13]=[CH:12]1)([C:4]1[CH:10]=[CH:9][C:7]([CH3:8])=[CH:6][CH:5]=1)(=[O:3])=[O:2].[NH4+:22].[Cl-]>CCO.[Zn]>[S:1]([N:11]1[C:19]2[C:18](=[CH:17][CH:16]=[C:15]([CH2:20][NH2:22])[CH:14]=2)[CH:13]=[CH:12]1)([C:4]1[CH:5]=[CH:6][C:7]([CH3:8])=[CH:9][CH:10]=1)(=[O:3])=[O:2] |f:1.2|. Procedure: 4-Aminomethylindole, 5-aminomethylindole and 6-aminomethylindole are known compounds. It is sometimes convenient to protect the indole nitrogen and in those instances a tosyl group was first introduced. 1-Tosyl-1H-indole-6-carbonitrile (CASRN31274-87-1) was reduced with H2 and RaNi in 7N ammonical methanol to afford the corresponding aminomethyl derivative. 1-Tosyl-1H-indole-4-carbaldehyde was converted to the oxime and reduced with Zn and NH4Cl in EtOH to afford (1-tosyl-1H-indol-6-yl)methanami... Product: CN1CCN(CC1)C=1C=C(C=CC1OC)S(=O)(=O)Cl (3-(4-Methylpiperazin-1-yl)-4-methoxybenzene sulfonyl chloride). Conditions: temperature 0 celsius, time 0.25 hour. Isolated yield 71.0%. The solvent is ClCCl (Dichloromethane). Reaction SMILES: [CH3:1][N:2]1[CH2:7][CH2:6][N:5]([C:8]2[CH:13]=[CH:12][CH:11]=[CH:10][C:9]=2[O:14][CH3:15])[CH2:4][CH2:3]1.[Cl:16][S:17](O)(=[O:19])=[O:18].C(=O)([O-])[O-].[Na+].[Na+].CC1C=CC(COC(NNC(C2C=NC=CN=2)=O)=O)=CC=1>ClCCl>[CH3:1][N:2]1[CH2:3][CH2:4][N:5]([C:8]2[CH:13]=[C:12]([S:17]([Cl:16])(=[O:19])=[O:18])[CH:11]=[CH:10][C:9]=2[O:14][CH3:15])[CH2:6][CH2:7]1 |f:2.3.4|. Reported procedure: 2-(4-Methylpiperazin-1-yl)anisole (200 mg, 1 mmol) was added in portions over ten minutes to ice-cooled, stirred chlorosulfonic acid (1.2 ml) under argon. The resulting brown solution was stirred at 0° C. for 0.25 h and then at ambient temperature for a further 1.25 h. The solution was slowly poured onto crushed ice (50 g). Dichloromethane (50 ml) was added to the mixture followed by saturated sodium carbonate solution until pH10 was attained in the aqueous phase. The layers were separated and t... The reactants are CN1CCN(CC1)C1=C(C=CC=C1)OC (2-(4-Methylpiperazin-1-yl)anisole), C([O-])([O-])=O.[Na+].[Na+] (sodium carbonate), CC1=CC=C(C=C1)COC(=O)NNC(=O)C2=NC=CN=C2 (pH10), ClS(=O)(=O)O (chlorosulfonic acid), ice. Reactants: CC#N, CCN(C(C)C)C(C)C, ClCCl, COC(=O)CCC(C(N)=O)N1Cc2c(OCc3ccc(CBr)cc3)cccc2C1=O, [Na+], O=C([O-])O, c1c[nH]nn1. Yields the product COC(=O)CCC(C(N)=O)N1Cc2c(OCc3ccc(Cn4nccn4)cc3)cccc2C1=O. RXN SMILES: [CH3:50][C:51]#[N:52].[CH:36]([N:37]([CH2:38][CH3:39])[CH:40]([CH3:41])[CH3:42])([CH3:43])[CH3:44].[Cl:53][CH2:54][Cl:55].[NH2:6][C:7]([CH:8]([CH2:9][CH2:10][C:11](=[O:12])[O:13][CH3:14])[N:15]1[C:16](=[O:34])[c:17]2[cH:18][cH:19][cH:20][c:21]([O:24][CH2:25][c:26]3[cH:27][cH:28][c:29]([CH2:32][Br:33])[cH:30][cH:31]3)[c:22]2[CH2:23]1)=[O:35].[Na+:49].[O-:45][C:46]([OH:47])=[O:48].[nH:1]1[n:2][n:3][cH:4][cH:5]1>>[n:1]1[n:2]([CH2:32][c:29]2[cH:28][cH:27][c:26]([CH2:25][O:24][c:21]3[cH:20][cH:19][cH:18][c:17]4[c:22]3[CH2:23][N:15]([CH:8]([C:7]([NH2:6])=[O:35])[CH2:9][CH2:10][C:11](=[O:12])[O:13][CH3:14])[C:16]4=[O:34])[cH:31][cH:30]2)[n:3][cH:4][cH:5]1.